Dataset: the Open Reaction Database (ORD), a public repository of structured organic reaction records. Task: describe an organic reaction: reactants, conditions, products, and yield Starting materials: [OH-].[Na+] (NaOH), C(C)O[SiH](OCC)OCC (triethoxysilane), C(C)(=O)C1=CC=CC=C1 (acetophenone), C1CCOC1 (THF). Reagents/catalysts: [Ti+4] (Titanium (IV)), CC([O-])C (isopropoxide). Solvent: O.CCOCC (water ether). Conditions: temperature 48 celsius. Product: CC(C1=CC=CC=C1)O (sec-phenethyl alcohol). Yield: 96.1%. Reaction SMILES: C(O[SiH](OCC)OCC)C.[C:11]([C:14]1[CH:19]=[CH:18][CH:17]=[CH:16][CH:15]=1)(=[O:13])[CH3:12].C1COCC1.[OH-].[Na+]>[Ti+4].CC(C)[O-].O.CCOCC>[CH3:12][CH:11]([OH:13])[C:14]1[CH:19]=[CH:18][CH:17]=[CH:16][CH:15]=1 |f:3.4,7.8|. Procedure: A dry Schlenk tube under argon was charged with triethoxysilane (1.1 ml, 6.0 mmol) and acetophenone (580 μL, 5 mmol) and heated to 48° C. Titanium (IV), isopropoxide (75 μL, 0.25 mmol) was then added. After stirring at 48° C. for an hour the color changed to deep blue. After 6 hours the reaction mixture was cooled to room temperature. After 12 hours it was added to THF (5 mL). Aqueous NaOH (1 N, 15 mL) was then added to the solution. After vigorous stirring at room temperature for 1 hour, the re...